From a dataset of the Open Reaction Database (ORD), a public repository of structured organic reaction records. describe an organic reaction: reactants, conditions, products, and yield Reactants: CN(C)C=O, Cc1ccccc1OCC(=O)O, O=C(Cl)C(=O)Cl, ClCCl. Product: Cc1ccccc1OCC(=O)Cl. RXN SMILES: [CH3:19][N:20]([CH3:21])[CH:22]=[O:23].[CH3:7][c:8]1[c:9]([O:10][CH2:11][C:12]([OH:13])=[O:14])[cH:15][cH:16][cH:17][cH:18]1.[Cl:1][C:2](=[O:3])[C:4](=[O:5])[Cl:6].[Cl:24][CH2:25][Cl:26]>>[Cl:1][C:2](=[O:3])[CH2:4][O:5][c:9]1[c:8]([CH3:7])[cH:18][cH:17][cH:16][cH:15]1.